Dataset: the Open Reaction Database (ORD), a public repository of structured organic reaction records. Task: describe an organic reaction: reactants, conditions, products, and yield Reactants: NC=1SC=C(N1)C1=CC=CC=C1 (2-amino-4-phenylthiazole), C(=O)(Cl)Cl (phosgene). Run in N1=CC=CC=C1 (pyridine). Reaction conditions: temperature 5 celsius, time 8 hour. The product is C1(=CC=CC=C1)C=1N=C(SC1)NC(=O)NC=1SC=C(N1)C1=CC=CC=C1 (N,N'-bis(4-phenylthiazol-2-yl)urea). The yield is 105.5%. As a reaction SMILES: [NH2:1][C:2]1[S:3][CH:4]=[C:5]([C:7]2[CH:12]=[CH:11][CH:10]=[CH:9][CH:8]=2)[N:6]=1.[C:13](Cl)(Cl)=[O:14]>N1C=CC=CC=1>[C:7]1([C:5]2[N:6]=[C:2]([NH:1][C:13]([NH:1][C:2]3[S:3][CH:4]=[C:5]([C:7]4[CH:12]=[CH:11][CH:10]=[CH:9][CH:8]=4)[N:6]=3)=[O:14])[S:3][CH:4]=2)[CH:12]=[CH:11][CH:10]=[CH:9][CH:8]=1. Procedure details: Into 50 ml of a dry pyridine solution containing 7.5 g of 2-amino-4-phenylthiazole, 4.8 g of phosgene was absorbed under cooling (about 5° C.). The temperature of the mixture was then allowed to rise to room temperature. To this solution, 7.5 g of 2-amino-4-phenylthiazole was added further. The mixture was stirred overnight. The pyridine was removed under reduced pressure and the residue was converted to powder in methyl alcohol. The powder was then recrystallized from an N,N-dimethylformamide/m... The reactants are FC(C(=O)[O-])(F)F.[NH+]1=CC=CC=C1 (pyridinium trifluoroacetate), 7-((R)-2-Formyl-6-oxo-piperidin-1-yl)-hept-5-enoic acid methyl ester EDCI, CS(=O)C (DMSO), COC(CCCC=CCN1[C@H](CCCC1=O)CO)=O (7-((R)-2-hydroxymethyl-6-oxo-piperidin-1-yl)-hept-5-enoic acid methyl ester). Run in C1=CC=CC=C1 (benzene). Reaction conditions: temperature 0 celsius, time 2.5 hour. Product: COC(CCCC=CCN1[C@H](CCCC1=O)C=O)=O (7-((R)-2-formyl-6-oxo-piperidin-1-yl)-hept-5-enoic acid methyl ester). As a reaction SMILES: CS(C)=O.[CH3:5][O:6][C:7](=[O:23])[CH2:8][CH2:9][CH2:10][CH:11]=[CH:12][CH2:13][N:14]1[C:19](=[O:20])[CH2:18][CH2:17][CH2:16][C@@H:15]1[CH2:21][OH:22].FC(F)(F)C([O-])=O.[NH+]1C=CC=CC=1>C1C=CC=CC=1>[CH3:5][O:6][C:7](=[O:23])[CH2:8][CH2:9][CH2:10][CH:11]=[CH:12][CH2:13][N:14]1[C:19](=[O:20])[CH2:18][CH2:17][CH2:16][C@@H:15]1[CH:21]=[O:22] |f:2.3|. Procedure details: 7-((R)-2-Hydroxymethyl-6-oxo-piperidin-1-yl)-hept-5-enoic Acid Methyl ester 95% Ethanol (0.5 mL) was added to a mixture of nickel (II) chloride (105 mg, 0.81 mmol) and sodium borohydride (15 mg, 0.40 mmol). The mixture immediately turned black. After 15 min at rt, ethylene diamine (86 μL, 1.29 mmol) was added. After 15 min at rt, a solution of 7-((R)-2-hydroxymethyl-6-oxo-piperidin-1-yl)-hept-5-ynoic acid methyl ester (from Example 1, step 3, 43.3 mg, 0.16 mmol) in 95% ethanol (1.0 mL) was added... Reactants: ClCC(C)=O (chloroacetone), C1(=CC=CC=C1)P(OC)C1=CC=CC=C1 (Methyl diphenylphosphinite), C1(=CC=CC=C1)P(OC)C1=CC=CC=C1 (methyl diphenylphosphinite), C1(=CC=CC=C1)P(OC)C1=CC=CC=C1 (methyl diphenylphosphinite). Run in C(Cl)(Cl)Cl (chloroform), C(Cl)(Cl)Cl (chloroform), C(Cl)(Cl)Cl (chloroform). Conditions: temperature -78 celsius. The product is C1(=CC=CC=C1)P(OC(=C)C)(=O)C1=CC=CC=C1 (1-methylvinyl diphenylphosphinate). The yield is 79.5%. RXN SMILES: [C:1]1([P:7]([C:10]2[CH:15]=[CH:14][CH:13]=[CH:12][CH:11]=2)[O:8]C)[CH:6]=[CH:5][CH:4]=[CH:3][CH:2]=1.Cl[CH2:17][C:18](=[O:20])[CH3:19]>C(Cl)(Cl)Cl>[C:1]1([P:7]([C:10]2[CH:15]=[CH:14][CH:13]=[CH:12][CH:11]=2)(=[O:8])[O:17][C:18]([CH3:19])=[CH2:20])[CH:2]=[CH:3][CH:4]=[CH:5][CH:6]=1. Reported procedure: Methyl diphenylphosphinite (4.92 g, 22.7 mmol) was dissolved in chloroform (2 ml) in a 15 ml round bottom flask under inert atmosphere (constant flow of dry argon). The solution was then cooled to −78° C. by immersion of the reaction vessel into a dry ice/acetone bath. The methyl diphenylphosphinite was observed to freeze out of solution. To the reaction vessel at reduced temperature, a solution of chloroacetone (1.8 ml, 22.5 mmol) in chloroform (1 ml) was added. The reaction vessel was allowed ... Starting materials: [C@H]12[C@H](NC[C@@H]2CCC1)CNC(=O)C=1N=C2SC=CN2C1 (imidazo[2,1-b]thiazole-6-carboxylic acid-[(1S,2S,5R)-3-aza-bicyclo[3.3.0]oct-2-ylmethyl]-amide), CC=1SC(=C(N1)C(=O)O)C=1C=C(C=CC1)C (2-methyl-5-m-tolyl-thiazole-4-carboxylic acid). Reported procedure: prepared by reaction of imidazo[2,1-b]thiazole-6-carboxylic acid-[(1S,2S,5R)-3-aza-bicyclo[3.3.0]oct-2-ylmethyl]-amide with 2-methyl-5-m-tolyl-thiazole-4-carboxylic acid. The product is CC=1SC(=C(N1)C(=O)N1[C@@H]([C@H]2CCC[C@H]2C1)CNC(=O)C=1N=C2SC=CN2C1)C=1C=C(C=CC1)C (Imidazo[2,1-b]thiazole-6-carboxylic acid-(1S,2S,5R)-[3-(2-methyl-5-m-tolyl-thiazole-4-carbonyl)-3-aza-bicyclo[3.3.0]oct-2-ylmethyl]-amide). RXN SMILES: [C@H:1]12[CH2:8][CH2:7][CH2:6][C@H:5]1[CH2:4][NH:3][C@@H:2]2[CH2:9][NH:10][C:11]([C:13]1[N:14]=[C:15]2[N:19]([CH:20]=1)[CH:18]=[CH:17][S:16]2)=[O:12].[CH3:21][C:22]1[S:23][C:24]([C:30]2[CH:31]=[C:32]([CH3:36])[CH:33]=[CH:34][CH:35]=2)=[C:25]([C:27](O)=[O:28])[N:26]=1>>[CH3:21][C:22]1[S:23][C:24]([C:30]2[CH:31]=[C:32]([CH3:36])[CH:33]=[CH:34][CH:35]=2)=[C:25]([C:27]([N:3]2[CH2:4][C@H:5]3[C@H:1]([CH2:8][CH2:7][CH2:6]3)[C@H:2]2[CH2:9][NH:10][C:11]([C:13]2[N:14]=[C:15]3[N:19]([CH:20]=2)[CH:18]=[CH:17][S:16]3)=[O:12])=[O:28])[N:26]=1. Starting materials: BrCCCCCCC (1-Bromo-heptane), C(CCCCCCCO)O (octane-1,8-diol), [H-].[Na+] (sodium hydride), O (water). Solvent: CN(C)C=O (DMF), C(C)(=O)OCC (Ethyl acetate), CN(C)C=O (DMF). Reaction conditions: temperature 50 celsius, time 10 hour. Product: C(CCCCCC)OCCCCCCCCO (8-heptyloxy-octan-1-ol). Isolated yield 33.0%. RXN SMILES: [CH2:1]([OH:10])[CH2:2][CH2:3][CH2:4][CH2:5][CH2:6][CH2:7][CH2:8][OH:9].[H-].[Na+].Br[CH2:14][CH2:15][CH2:16][CH2:17][CH2:18][CH2:19][CH3:20].O>CN(C=O)C.C(OCC)(=O)C>[CH2:14]([O:9][CH2:8][CH2:7][CH2:6][CH2:5][CH2:4][CH2:3][CH2:2][CH2:1][OH:10])[CH2:15][CH2:16][CH2:17][CH2:18][CH2:19][CH3:20] |f:1.2|. Procedure: At room temperature, a commercially available reagent of octane-1,8-diol (351.2 mg, 2.40 mmol) was dissolved in DMF (3.0 mL), and sodium hydride (60 wt %, 105.7 mg, 2.64 mmol) was added. The mixture was then warmed to 50° C., stirred for 10 hours while maintaining the temperature at 50° C., and cooled to room temperature. 1-Bromo-heptane (430.2 mg, 2.40 mmol) in DMF (1.5 mL) was then added, and the mixture was stirred at room temperature for 48 hours. The progress of reaction was stopped by addi... Reactants: O (water), FC1=CC(=C(C=C1)[N+](=O)[O-])C (4-Fluoro-2-methyl-nitrobenzene), N1N=CN=C1 (1,2,4-triazole), C([O-])([O-])=O.[K+].[K+] (potassium carbonate). Solvent: CS(=O)C (DMSO). Run at temperature 90 celsius, time 24 hour. Product: CC1=C(C=CC(=C1)N1N=CN=C1)[N+](=O)[O-] (2-Methyl-4-(1,2,4-triazol-1-yl)nitrobenzene). RXN SMILES: F[C:2]1[CH:7]=[CH:6][C:5]([N+:8]([O-:10])=[O:9])=[C:4]([CH3:11])[CH:3]=1.[NH:12]1[CH:16]=[N:15][CH:14]=[N:13]1.C(=O)([O-])[O-].[K+].[K+].O>CS(C)=O>[CH3:11][C:4]1[CH:3]=[C:2]([N:12]2[CH:16]=[N:15][CH:14]=[N:13]2)[CH:7]=[CH:6][C:5]=1[N+:8]([O-:10])=[O:9] |f:2.3.4|. Reported procedure: 4-Fluoro-2-methyl-nitrobenzene (2 g, 0.013 mol), 1,2,4-triazole (0.9 g, 0.013 mol), potassium carbonate (1.78 g, 0.013 mol) were dissolved in DMSO (50 ml) and stirred at 90° C. for 24 h under dry conditions. The yellow suspension was poured into water (150 ml), extracted (EtOAc), dried (Na2SO4) and evaporated under reduced pressure to afford an orange solid which was purified by flash column chromatography on silica eluting with n-pentane/ethyl acetate (50-100%) to afford a white solid (2.83 g 6...